Dataset: the Open Reaction Database (ORD), a public repository of structured organic reaction records. Task: describe an organic reaction: reactants, conditions, products, and yield The reactants are CCOC(=O)C (EtOAc), ClC(=O)OC1=CC=CC=C1 (phenyl chloroformate), NC1=C(C=C(OC2=CC(=NC=C2)NC(=O)C2CC2)C=C1)F (N-[4-(4-amino-3-fluoro-phenoxy)-2-pyridyl]cyclopropanecarboxamide), N1=CC=CC=C1 (pyridine). The solvent is C(Cl)Cl (DCM), C(Cl)Cl (DCM). Run at temperature 2.5 celsius. Yields the product C1(CC1)C(=O)NC1=NC=CC(=C1)OC1=CC(=C(C=C1)NC(OC1=CC=CC=C1)=O)F (phenyl N-[4-[[2-(cyclopropanecarbonylamino)-4-pyridyl]oxy]-2-fluoro-phenyl]carbamate). The yield is 102.5%. Reaction SMILES: [NH2:1][C:2]1[CH:20]=[CH:19][C:5]([O:6][C:7]2[CH:12]=[CH:11][N:10]=[C:9]([NH:13][C:14]([CH:16]3[CH2:18][CH2:17]3)=[O:15])[CH:8]=2)=[CH:4][C:3]=1[F:21].N1C=CC=CC=1.Cl[C:29]([O:31][C:32]1[CH:37]=[CH:36][CH:35]=[CH:34][CH:33]=1)=[O:30].CCOC(C)=O>C(Cl)Cl>[CH:16]1([C:14]([NH:13][C:9]2[CH:8]=[C:7]([O:6][C:5]3[CH:19]=[CH:20][C:2]([NH:1][C:29](=[O:30])[O:31][C:32]4[CH:37]=[CH:36][CH:35]=[CH:34][CH:33]=4)=[C:3]([F:21])[CH:4]=3)[CH:12]=[CH:11][N:10]=2)=[O:15])[CH2:18][CH2:17]1. Reported procedure: Mix N-[4-(4-amino-3-fluoro-phenoxy)-2-pyridyl]cyclopropanecarboxamide (500 mg, 1.7 mmol), DCM (8 mL) and pyridine (345 mg) and cool to 0-5° C. Add a solution of phenyl chloroformate (350 mg, 2.2 mmol) in DCM (1 mL). Stir the reaction at room temperature for 1.5 hrs. TLC (EtOAc:PE=1;1) shows the reaction is complete. Quench the reaction with water (5 mL). Wash the organic layer with 1N HCl solution, saturated NaHCO3 solution and brine respectively. Dry the organic layer with anhydrous Na2SO4. Fil... As a reaction SMILES: [C:1]([O:2][C:3](=[O:7])[NH:8][CH:9]([CH:10]([C:11]([C:12]([O:4][CH2:5][CH3:6])=[O:13])([F:17])[F:18])[OH:19])[CH3:20])([CH3:14])([CH3:15])[CH3:16].[C:21]([O:22][CH2:23][CH3:24])(=[O:25])[CH3:26].[ClH:27]>>[NH:8]1[CH:9]([CH3:20])[CH:10]([OH:19])[C:11]([F:17])([F:18])[C:12]1=[O:13]. The reactants are CCOC(=O)C(F)(F)C(O)C(C)NC(=O)OC(C)(C)C, CCOC(C)=O, Cl. Product: CC1NC(=O)C(F)(F)C1O.